From a dataset of the Open Reaction Database (ORD), a public repository of structured organic reaction records. describe an organic reaction: reactants, conditions, products, and yield Starting materials: C1=COCCC1, CCOCC, O, O=C(O)c1ccc(OCCCCCCO)cc1, Cc1ccc(S(=O)(=O)O)cc1. Yields the product O=C(O)c1ccc(OCCCCCCOC2CCCCO2)cc1. Reaction SMILES: [CH2:1]1[CH2:2][O:3][CH:4]=[CH:5][CH2:6]1.[CH2:36]([O:37][CH2:38][CH3:39])[CH3:40].[OH2:24].[OH:7][CH2:8][CH2:9][CH2:10][CH2:11][CH2:12][CH2:13][O:14][c:15]1[cH:16][cH:17][c:18]([C:19](=[O:20])[OH:21])[cH:22][cH:23]1.[c:25]1([CH3:26])[cH:27][cH:28][c:29]([S:30]([OH:31])(=[O:32])=[O:33])[cH:34][cH:35]1>>[CH2:1]1[CH2:2][O:3][CH:4]([O:7][CH2:8][CH2:9][CH2:10][CH2:11][CH2:12][CH2:13][O:14][c:15]2[cH:16][cH:17][c:18]([C:19](=[O:20])[OH:21])[cH:22][cH:23]2)[CH2:5][CH2:6]1. Reactants: CC1=C(C=C(C(=O)NC2=CC=NN2C)C=C1)B1OC(C(O1)(C)C)(C)C (4-Methyl-N-(1-methyl-1H-pyrazol-5-yl)-3-(4,4,5,5-tetramethyl-1,3,2-dioxaborolan-2-yl)benzamide), BrC=1C=C2C=NN=C(C2=CC1)OCC(F)(F)F (6-Bromo-1-(2,2,2-trifluoroethoxy)phthalazine), aqueous solution, C(=O)([O-])[O-].[Na+].[Na+] (Na2CO3), [OH-].[Na+] (NaOH). Reagents/catalysts: C=1C=CC(=CC1)[P](C=2C=CC=CC2)(C=3C=CC=CC3)[Pd]([P](C=4C=CC=CC4)(C=5C=CC=CC5)C=6C=CC=CC6)([P](C=7C=CC=CC7)(C=8C=CC=CC8)C=9C=CC=CC9)[P](C=1C=CC=CC1)(C=1C=CC=CC1)C=1C=CC=CC1 (tetrakis(triphenylphosphine)palladium). Solvent: O1CCOCC1 (Dioxane). Conditions: temperature 120 celsius. Product: CC1=C(C=C(C(=O)NC2=CC=NN2C)C=C1)C=1C=C2C=NN=C(C2=CC1)OCC(F)(F)F (4-Methyl-N-(1-methyl-1H-pyrazol-5-yl)-3-(1-(2,2,2-trifluoroethoxy)phthalazin-6-yl)benzamide). RXN SMILES: [CH3:1][C:2]1[CH:16]=[CH:15][C:5]([C:6]([NH:8][C:9]2[N:13]([CH3:14])[N:12]=[CH:11][CH:10]=2)=[O:7])=[CH:4][C:3]=1B1OC(C)(C)C(C)(C)O1.Br[C:27]1[CH:28]=[C:29]2[C:34](=[CH:35][CH:36]=1)[C:33]([O:37][CH2:38][C:39]([F:42])([F:41])[F:40])=[N:32][N:31]=[CH:30]2.C([O-])([O-])=O.[Na+].[Na+].[OH-].[Na+]>O1CCOCC1.C1C=CC([P]([Pd]([P](C2C=CC=CC=2)(C2C=CC=CC=2)C2C=CC=CC=2)([P](C2C=CC=CC=2)(C2C=CC=CC=2)C2C=CC=CC=2)[P](C2C=CC=CC=2)(C2C=CC=CC=2)C2C=CC=CC=2)(C2C=CC=CC=2)C2C=CC=CC=2)=CC=1>[CH3:1][C:2]1[CH:16]=[CH:15][C:5]([C:6]([NH:8][C:9]2[N:13]([CH3:14])[N:12]=[CH:11][CH:10]=2)=[O:7])=[CH:4][C:3]=1[C:27]1[CH:28]=[C:29]2[C:34](=[CH:35][CH:36]=1)[C:33]([O:37][CH2:38][C:39]([F:41])([F:42])[F:40])=[N:32][N:31]=[CH:30]2 |f:2.3.4,5.6,^1:60,62,81,100|. Procedure details: A mixture of 4-methyl-N-(1-methyl-1H-pyrazol-5-yl)-3-(4,4,5,5-tetramethyl-1,3,2-dioxaborolan-2-yl)benzamide (19, 143 mg, 0.42 mmol), 6-bromo-1-(2,2,2-trifluoroethoxy)phthalazine (20, 117 mg, 0.38 mmol), tetrakis(triphenylphosphine)palladium (22.0 mg, 0.019 mmol) in 2 mL of Dioxane and 0.5 mL of 2 N aqueous solution of Na2CO3 in a sealed glass tube was heated at 120° C. for 20 min in a Personal Chemistry microwave. The mixture was treated with 3 mL of 1 N NaOH and extracted with EtOAc (2×10 mL). ...